From a dataset of the Open Reaction Database (ORD), a public repository of structured organic reaction records. describe an organic reaction: reactants, conditions, products, and yield The reactants are O(C1=CC=CC=C1)C1=C(C(=O)O)C=CC=C1 (2-phenoxybenzoic acid), FC(C=1C=C(CO)C=C(C1)C(F)(F)F)(F)F (3,5 bis(trifluoromethyl)benzyl alcohol), C1(CCCCC1)N=C=NC1CCCCC1 (1,3-dicyclohexylcarbodiimide). The reagents and catalysts are CN(C1=CC=NC=C1)C (4-dimethylaminopyridine). The solvent is ClCCl (dichloromethane), ClCCl (dichloromethane). Reaction conditions: time 8 hour. Yields the product FC(C=1C=C(COC(C2=C(C=CC=C2)OC2=CC=CC=C2)=O)C=C(C1)C(F)(F)F)(F)F (2-Phenoxy-benzoic acid 3,5-bis-trifluoromethyl-benzyl Ester). The yield is 31.8%. RXN SMILES: [O:1]([C:8]1[CH:16]=[CH:15][CH:14]=[CH:13][C:9]=1[C:10]([OH:12])=[O:11])[C:2]1[CH:7]=[CH:6][CH:5]=[CH:4][CH:3]=1.[F:17][C:18]([F:32])([F:31])[C:19]1[CH:20]=[C:21]([CH:24]=[C:25]([C:27]([F:30])([F:29])[F:28])[CH:26]=1)[CH2:22]O.C1(N=C=NC2CCCCC2)CCCCC1>ClCCl.CN(C)C1C=CN=CC=1>[F:17][C:18]([F:31])([F:32])[C:19]1[CH:20]=[C:21]([CH:24]=[C:25]([C:27]([F:30])([F:28])[F:29])[CH:26]=1)[CH2:22][O:11][C:10](=[O:12])[C:9]1[CH:13]=[CH:14][CH:15]=[CH:16][C:8]=1[O:1][C:2]1[CH:3]=[CH:4][CH:5]=[CH:6][CH:7]=1. Reported procedure: To a solution of 118 mg (0.55 mmol) 2-phenoxybenzoic acid and 122 mg (0.50 mmol) 3,5 bis(trifluoromethyl)benzyl alcohol in 1.5 ml dichloromethane at 0° C. was added a solution of 124 mg (0.60 mmol) 1,3-dicyclohexylcarbodiimide and 7 mg (0.06 mmol) 4-dimethylaminopyridine in 1 ml dichloromethane. The ice bath was removed and stirring was continued at room temperature overnight. The solvent was removed in vacuo and the residue re-dissolved in diethyl ether, filtered and evaporated. The residue was... Starting materials: crude mixture, FC1=C(C=CC=C1F)N1N=NN=C1C=1C(=NC=C(C1)B1OC(C(O1)(C)C)(C)C)N (3-(1-(2,3-difluorophenyl)-1H-tetrazol-5-yl)-5-(4,4,5,5-tetramethyl-1,3,2-dioxaborolan-2-yl)pyridin-2-amine), BrC1=CC2=C(CN(CC2)C(=O)OC(C)(C)C)S1 (tert-butyl 2-bromo-4,5-dihydrothieno[2,3-c]pyridine-6(7H)-carboxylate), C(=O)(O)[O-].[Na+] (NaHCO3). Reagents/catalysts: C1=CC=C(C=C1)P([C-]2C=CC=C2)C3=CC=CC=C3.C1=CC=C(C=C1)P([C-]2C=CC=C2)C3=CC=CC=C3.Cl[Pd]Cl.[Fe+2] ([1,1′-bis(diphenylphosphino)-ferrocene]palladium (II) dichloride). Solvent: C(C)(=O)OCC (ethyl acetate), CN(C=O)C (N,N-dimethylformamide). Run at temperature 120 celsius, time 10 minute. Product: NC1=C(C=C(C=N1)C1=CC2=C(CN(CC2)C(=O)OC(C)(C)C)S1)C1=NN=NN1C1=C(C(=CC=C1)F)F (tert-butyl 2-(6-amino-5-(1-(2,3-difluorophenyl)-1H-tetrazol-5-yl)pyridin-3-yl)-4,5-dihydrothieno[2,3-c]pyridine-6(7H)-carboxylate). As a reaction SMILES: [F:1][C:2]1[C:7]([F:8])=[CH:6][CH:5]=[CH:4][C:3]=1[N:9]1[C:13]([C:14]2[C:15]([NH2:29])=[N:16][CH:17]=[C:18](B3OC(C)(C)C(C)(C)O3)[CH:19]=2)=[N:12][N:11]=[N:10]1.Br[C:31]1[S:46][C:34]2[CH2:35][N:36]([C:39]([O:41][C:42]([CH3:45])([CH3:44])[CH3:43])=[O:40])[CH2:37][CH2:38][C:33]=2[CH:32]=1.C([O-])(O)=O.[Na+]>CN(C)C=O.C(OCC)(=O)C.C1C=CC(P(C2C=CC=CC=2)[C-]2C=CC=C2)=CC=1.C1C=CC(P(C2C=CC=CC=2)[C-]2C=CC=C2)=CC=1.Cl[Pd]Cl.[Fe+2]>[NH2:29][C:15]1[N:16]=[CH:17][C:18]([C:31]2[S:46][C:34]3[CH2:35][N:36]([C:39]([O:41][C:42]([CH3:44])([CH3:43])[CH3:45])=[O:40])[CH2:37][CH2:38][C:33]=3[CH:32]=2)=[CH:19][C:14]=1[C:13]1[N:9]([C:3]2[CH:4]=[CH:5][CH:6]=[C:7]([F:8])[C:2]=2[F:1])[N:10]=[N:11][N:12]=1 |f:2.3,6.7.8.9|. Procedure details: A mixture of 3-(1-(2,3-difluorophenyl)-1H-tetrazol-5-yl)-5-(4,4,5,5-tetramethyl-1,3,2-dioxaborolan-2-yl)pyridin-2-amine (250 mg, 0.63 mmol), tert-butyl 2-bromo-4,5-dihydrothieno[2,3-c]pyridine-6(7H)-carboxylate (198 mg, 0.63 mmol), and NaHCO3 (1.56 mL, saturated solution in H2O) in N,N-dimethylformamide (8.3 mL) was degassed with a nitrogen stream for 20 min. To this mixture was added [1,1′-bis(diphenylphosphino)-ferrocene]palladium (II) dichloride (46 mg, 0.06 mmol) and the reaction was stirred... Starting materials: CCCC[N+](CCCC)(CCCC)CCCC, CC(CO[Si](C(C)C)(C(C)C)C(C)C)OCC(Oc1ncnc2c1cnn2-c1ccccc1Cl)C(=O)Nc1ccccn1, [F-], C1CCOC1. As a reaction SMILES: [CH3:2][CH2:3][CH2:4][CH2:5][N+:6]([CH2:7][CH2:8][CH2:9][CH3:10])([CH2:11][CH2:12][CH2:13][CH3:14])[CH2:15][CH2:16][CH2:17][CH3:18].[Cl:19][c:20]1[c:21](-[n:26]2[n:27][cH:28][c:29]3[c:30]2[n:31][cH:32][n:33][c:34]3[O:35][CH:36]([C:37](=[O:38])[NH:39][c:40]2[n:41][cH:42][cH:43][cH:44][cH:45]2)[CH2:46][O:47][CH:48]([CH2:49][O:50][Si:51]([CH:52]([CH3:53])[CH3:54])([CH:55]([CH3:56])[CH3:57])[CH:58]([CH3:59])[CH3:60])[CH3:61])[cH:22][cH:23][cH:24][cH:25]1.[F-:1].[O:62]1[CH2:63][CH2:64][CH2:65][CH2:66]1>>[Cl:19][c:20]1[c:21](-[n:26]2[n:27][cH:28][c:29]3[c:30]2[n:31][cH:32][n:33][c:34]3[O:35][CH:36]([C:37](=[O:38])[NH:39][c:40]2[n:41][cH:42][cH:43][cH:44][cH:45]2)[CH2:46][O:47][CH:48]([CH2:49][OH:50])[CH3:61])[cH:22][cH:23][cH:24][cH:25]1. The product is CC(CO)OCC(Oc1ncnc2c1cnn2-c1ccccc1Cl)C(=O)Nc1ccccn1.